This data is from the Open Reaction Database (ORD), a public repository of structured organic reaction records. The task is: describe an organic reaction: reactants, conditions, products, and yield Starting materials: CCOC(=O)C=C1c2ccccc2-c2ccccc21, CCO, [Na+], [OH-]. Yields the product O=C(O)C=C1c2ccccc2-c2ccccc21. RXN SMILES: [CH2:1]([CH3:2])[O:3][C:4]([CH:5]=[C:6]1[c:7]2[cH:8][cH:9][cH:10][cH:11][c:12]2-[c:13]2[cH:14][cH:15][cH:16][cH:17][c:18]21)=[O:19].[CH3:22][CH2:23][OH:24].[Na+:21].[OH-:20]>>[O:3]=[C:4]([CH:5]=[C:6]1[c:7]2[cH:8][cH:9][cH:10][cH:11][c:12]2-[c:13]2[cH:14][cH:15][cH:16][cH:17][c:18]21)[OH:19].